This data is from the Open Reaction Database (ORD), a public repository of structured organic reaction records. The task is: describe an organic reaction: reactants, conditions, products, and yield Starting materials: BrC1=C(N=C(N(C1=O)CC1=CC=C(C=C1)C=1C(=CC=CC1)C#N)CCC)CC (4′-[(5-bromo-4-ethyl-6-oxo-2-propylpyrimidin-1(6H)-yl)methyl]biphenyl-2-carbonitrile), FC=1C=C(C=CC1OC(C)C)B(O)O (3-fluoro-4-isopropoxyphenylboronic acid), C([O-])([O-])=O.[Cs+].[Cs+] (cesium carbonate). Reagents/catalysts: C1=CC=C(C=C1)P([C-]2C=CC=C2)C3=CC=CC=C3.C1=CC=C(C=C1)P([C-]2C=CC=C2)C3=CC=CC=C3.Cl[Pd]Cl.[Fe+2] ([1,1′-bis(diphenylphosphino)ferrocene]dichloropalladium). The solvent is O1CCOCC1 (1,4-dioxane), C(C)(=O)OCC (ethyl acetate). Conditions: temperature 90 celsius, time 12 hour. Yields the product C(C)C=1N=C(N(C(C1C1=CC(=C(C=C1)OC(C)C)F)=O)CC1=CC=C(C=C1)C=1C(=CC=CC1)C#N)CCC (4′-{[4-ethyl-5-(3-fluoro-4-isopropoxyphenyl)-6-oxo-2-propylpyrimidin-1(6H)-yl]methyl}biphenyl-2-carbonitrile). Yield: 90.8%. RXN SMILES: Br[C:2]1[C:7](=[O:8])[N:6]([CH2:9][C:10]2[CH:15]=[CH:14][C:13]([C:16]3[C:17]([C:22]#[N:23])=[CH:18][CH:19]=[CH:20][CH:21]=3)=[CH:12][CH:11]=2)[C:5]([CH2:24][CH2:25][CH3:26])=[N:4][C:3]=1[CH2:27][CH3:28].[F:29][C:30]1[CH:31]=[C:32](B(O)O)[CH:33]=[CH:34][C:35]=1[O:36][CH:37]([CH3:39])[CH3:38].C(=O)([O-])[O-].[Cs+].[Cs+]>O1CCOCC1.C(OCC)(=O)C.C1C=CC(P(C2C=CC=CC=2)[C-]2C=CC=C2)=CC=1.C1C=CC(P(C2C=CC=CC=2)[C-]2C=CC=C2)=CC=1.Cl[Pd]Cl.[Fe+2]>[CH2:27]([C:3]1[N:4]=[C:5]([CH2:24][CH2:25][CH3:26])[N:6]([CH2:9][C:10]2[CH:11]=[CH:12][C:13]([C:16]3[C:17]([C:22]#[N:23])=[CH:18][CH:19]=[CH:20][CH:21]=3)=[CH:14][CH:15]=2)[C:7](=[O:8])[C:2]=1[C:32]1[CH:33]=[CH:34][C:35]([O:36][CH:37]([CH3:38])[CH3:39])=[C:30]([F:29])[CH:31]=1)[CH3:28] |f:2.3.4,7.8.9.10|. Procedure details: To a solution of 4′-[(5-bromo-4-ethyl-6-oxo-2-propylpyrimidin-1(6H)-yl)methyl]biphenyl-2-carbonitrile (0.5 g) and 3-fluoro-4-isopropoxyphenylboronic acid (0.34 g) in 1,4-dioxane (15 mL) were added 2 M aqueous cesium carbonate solution (3 mL) and [1,1′-bis(diphenylphosphino)ferrocene]dichloropalladium (0.05 g), and the mixture was stirred at 90° C. for 12 hr under an argon atmosphere. The reaction mixture was diluted with ethyl acetate, and the insoluble material was filtered off through celite. ... Reactants: BrC1=CC2=C(S1)CCCC2NC=O (2-Bromo-N-formyl-4,5,6,7-tetrahydrobenzo[b]-thien-4-amine), Cl (hydrochloric acid). The product is Cl.BrC1=CC2=C(S1)CCCC2N (2-bromo-4,5,6,7-tetrahydrobenzo[b]thiophen-4-amine hydrochloride). RXN SMILES: [Br:1][C:2]1[S:6][C:5]2[CH2:7][CH2:8][CH2:9][CH:10]([NH:11]C=O)[C:4]=2[CH:3]=1.[ClH:14]>>[ClH:14].[Br:1][C:2]1[S:6][C:5]2[CH2:7][CH2:8][CH2:9][CH:10]([NH2:11])[C:4]=2[CH:3]=1 |f:2.3|. Procedure details: Acid hydrolysis of 2-bromo-N-formyl-4,5,6,7-tetrahydrobenzo[b]thien-4-amine (Example 35 ) with 1N hydrochloric acid after refluxing for one hour and evaporating to dryness affords 2-bromo-4,5,6,7-tetrahydrobenzo[b]thiophen-4-amine hydrochloride. Reaction SMILES: [CH3:47][CH2:48][O:49][C:50](=[O:51])[CH3:52].[CH3:53][OH:54].[NH2:1][c:2]1[c:3]([NH:8][C:9](=[O:10])[c:11]2[n:12][cH:13][c:14]([CH2:17][N:18]([C:19](=[O:20])[NH:21][c:22]3[cH:23][cH:24][c:25]([O:28][CH2:29][c:30]4[cH:31][cH:32][cH:33][cH:34][cH:35]4)[cH:26][cH:27]3)[CH2:36][CH2:37][CH2:38][CH2:39][CH2:40][N:41]3[CH2:42][CH2:43][O:44][CH2:45][CH2:46]3)[cH:15][cH:16]2)[cH:4][cH:5][cH:6][cH:7]1>>[NH2:1][c:2]1[c:3]([NH:8][C:9](=[O:10])[c:11]2[n:12][cH:13][c:14]([CH2:17][N:18]([C:19](=[O:20])[NH:21][c:22]3[cH:23][cH:24][c:25]([OH:28])[cH:26][cH:27]3)[CH2:36][CH2:37][CH2:38][CH2:39][CH2:40][N:41]3[CH2:42][CH2:43][O:44][CH2:45][CH2:46]3)[cH:15][cH:16]2)[cH:4][cH:5][cH:6][cH:7]1. Product: Nc1ccccc1NC(=O)c1ccc(CN(CCCCCN2CCOCC2)C(=O)Nc2ccc(O)cc2)cn1. Starting materials: CCOC(C)=O, CO, Nc1ccccc1NC(=O)c1ccc(CN(CCCCCN2CCOCC2)C(=O)Nc2ccc(OCc3ccccc3)cc2)cn1. Starting materials: N1=CC=CC=C1 (pyridine), C(C)(=O)OC(C)=O (acetic anhydride), C1(=CC=CC=C1)C(C1=CC=CC=C1)OC(=O)C1C(CS[C@H]2N1C([C@H]2NC(CC2=CC=CC=C2)=O)=O)O (3-hydroxy-7beta-phenylacetylaminocepham-4-carboxylic acid diphenylmethyl ester). Solvent: ice water, ClCCl (dichloromethane). Reaction conditions: time 14 hour. Yields the product C1(=CC=CC=C1)C(C1=CC=CC=C1)OC(=O)C1C(CS[C@H]2N1C([C@H]2NC(CC2=CC=CC=C2)=O)=O)OC(C)=O (3-acetoxy-7beta-phenylacetylaminocepham-4-carboxylic acid diphenylmethyl ester). Yield: 98.1%. Reaction SMILES: [C:1]1([CH:7]([O:14][C:15]([CH:17]2[N:22]3[C:23](=[O:35])[C@@H:24]([NH:25][C:26](=[O:34])[CH2:27][C:28]4[CH:33]=[CH:32][CH:31]=[CH:30][CH:29]=4)[C@H:21]3[S:20][CH2:19][CH:18]2[OH:36])=[O:16])[C:8]2[CH:13]=[CH:12][CH:11]=[CH:10][CH:9]=2)[CH:6]=[CH:5][CH:4]=[CH:3][CH:2]=1.N1C=CC=CC=1.[C:43](OC(=O)C)(=[O:45])[CH3:44]>ClCCl>[C:1]1([CH:7]([O:14][C:15]([CH:17]2[N:22]3[C:23](=[O:35])[C@@H:24]([NH:25][C:26](=[O:34])[CH2:27][C:28]4[CH:33]=[CH:32][CH:31]=[CH:30][CH:29]=4)[C@H:21]3[S:20][CH2:19][CH:18]2[O:36][C:43](=[O:45])[CH3:44])=[O:16])[C:8]2[CH:9]=[CH:10][CH:11]=[CH:12][CH:13]=2)[CH:6]=[CH:5][CH:4]=[CH:3][CH:2]=1. Procedure: To a suspension of 3-hydroxy-7beta-phenylacetylaminocepham-4-carboxylic acid diphenylmethyl ester (2) in dichloromethane (13 parts) at 0° C. are added pyridine (6 equivalents) and acetic anhydride (6 equivalents). After 14 hours at 0° to 5° C., the mixture is diluted with ice-water. The organic layer is taken, washed with hydrochloric acid, aqueous sodium hydrogen carbonate, and water, dried, and concentrated. The reaction is crystallized from a mixture of dichloromethane and hexane to give 3-ac... Reactants: COC(=O)CCCCBr, O=C([O-])[O-], CC(C)=O, [K+], [K+], Oc1ccc(-c2ccccc2)cc1. Yields the product COC(=O)CCCCOc1ccc(-c2ccccc2)cc1. As a reaction SMILES: [Br:20][CH2:21][CH2:22][CH2:23][CH2:24][C:25](=[O:26])[O:27][CH3:28].[C:14](=[O:15])([O-:16])[O-:17].[CH3:29][C:30](=[O:31])[CH3:32].[K+:18].[K+:19].[c:1]1(-[c:7]2[cH:8][cH:9][c:10]([OH:13])[cH:11][cH:12]2)[cH:2][cH:3][cH:4][cH:5][cH:6]1>>[c:1]1(-[c:7]2[cH:8][cH:9][c:10]([O:13][CH2:21][CH2:22][CH2:23][CH2:24][C:25](=[O:26])[O:27][CH3:28])[cH:11][cH:12]2)[cH:2][cH:3][cH:4][cH:5][cH:6]1. The product is COc1ccc2c(c1OC)CCOC2CCl. Starting materials: CCOC(CCl)OCC, COc1cccc(CCO)c1OC, Cl, O. RXN SMILES: [CH2:14]([O:15][CH:17]([O:16][CH2:20][CH3:21])[CH2:18][Cl:19])[CH3:22].[CH3:1][O:2][c:3]1[c:4]([CH2:5][CH2:6][OH:7])[cH:8][cH:9][cH:10][c:11]1[O:12][CH3:13].[ClH:23].[OH2:24]>>[CH3:1][O:2][c:3]1[c:4]2[c:8]([cH:9][cH:10][c:11]1[O:12][CH3:13])[CH:17]([CH2:18][Cl:19])[O:7][CH2:6][CH2:5]2. Starting materials: ClC1=CC(=C(CCl)C=C1)OCOC (4-chloro-2-methoxymethoxybenzyl chloride), C1(=CC=CC=C1)P(C1=CC=CC=C1)C1=CC=CC=C1 (triphenylphosphine). The solvent is C1(=CC=CC=C1)C (toluene). The product is [Cl-].ClC1=CC(=C(C[P+](C2=CC=CC=C2)(C2=CC=CC=C2)C2=CC=CC=C2)C=C1)OCOC (4-Chloro-2-methoxymethoxybenzyltriphenylphosphonium chloride). Isolated yield 162.9%. Reaction SMILES: [Cl:1][C:2]1[CH:9]=[CH:8][C:5]([CH2:6]Cl)=[C:4]([O:10][CH2:11][O:12][CH3:13])[CH:3]=1.[C:14]1([P:20]([C:27]2[CH:32]=[CH:31][CH:30]=[CH:29][CH:28]=2)[C:21]2[CH:26]=[CH:25][CH:24]=[CH:23][CH:22]=2)[CH:19]=[CH:18][CH:17]=[CH:16][CH:15]=1>C1(C)C=CC=CC=1>[Cl-:1].[Cl:1][C:2]1[CH:9]=[CH:8][C:5]([CH2:6][P+:20]([C:21]2[CH:22]=[CH:23][CH:24]=[CH:25][CH:26]=2)([C:27]2[CH:32]=[CH:31][CH:30]=[CH:29][CH:28]=2)[C:14]2[CH:15]=[CH:16][CH:17]=[CH:18][CH:19]=2)=[C:4]([O:10][CH2:11][O:12][CH3:13])[CH:3]=1 |f:3.4|. Reported procedure: 3.38 g of 4-chloro-2-methoxymethoxybenzyl chloride [prepared as described in step (c) above] were dissolved in 50 ml of toluene, and then 6.02 g of triphenylphosphine were added to the resulting solution. The resulting mixture was heated under reflux for 15.5 hours. At the end of this time, the reaction mixture was cooled on ice, and the crystals which precipitated were collected by filtration, and dried in vacuo, to give 6.02 g (yield 82%) of the title compound. Starting materials: C(C)(=O)N1CCN(CC1)C1=CC=C(C=C1)NC1=NC=C(C(=N1)NCC1CCN(CC1)C(=O)OC(C)(C)C)C(N)=O (tert-butyl 4-((2-(4-(4-acetylpiperazin-1-yl)phenylamino)-5-carbamoylpyrimidin-4-ylamino)methyl)piperidine-1-carboxylate). Solvent: C(=O)(C(F)(F)F)O (TFA). The product is C(C)(=O)N1CCN(CC1)C1=CC=C(C=C1)NC1=NC=C(C(=N1)NCC1CCNCC1)C(=O)N (2-(4-(4-acetylpiperazin-1-yl)phenylamino)-4-(piperidin-4-ylmethylamino)pyrimidine-5-carboxamide). Isolated yield 104.7%. As a reaction SMILES: [C:1]([N:4]1[CH2:9][CH2:8][N:7]([C:10]2[CH:15]=[CH:14][C:13]([NH:16][C:17]3[N:22]=[C:21]([NH:23][CH2:24][CH:25]4[CH2:30][CH2:29][N:28](C(OC(C)(C)C)=O)[CH2:27][CH2:26]4)[C:20]([C:38](=[O:40])[NH2:39])=[CH:19][N:18]=3)=[CH:12][CH:11]=2)[CH2:6][CH2:5]1)(=[O:3])[CH3:2]>C(O)(C(F)(F)F)=O>[C:1]([N:4]1[CH2:5][CH2:6][N:7]([C:10]2[CH:11]=[CH:12][C:13]([NH:16][C:17]3[N:22]=[C:21]([NH:23][CH2:24][CH:25]4[CH2:30][CH2:29][NH:28][CH2:27][CH2:26]4)[C:20]([C:38]([NH2:39])=[O:40])=[CH:19][N:18]=3)=[CH:14][CH:15]=2)[CH2:8][CH2:9]1)(=[O:3])[CH3:2]. Procedure details: A solution of tert-butyl 4-((2-(4-(4-acetylpiperazin-1-yl)phenylamino)-5-carbamoylpyrimidin-4-ylamino)methyl)piperidine-1-carboxylate (0.105 g, 0.190 mmol) in TFA (2 mL) was stirred at room temperature for 4 h. TFA was removed in vacuo. The residue was purified by HPLC to give the titled compound (90 mg). MS 453.41 (M+H).